Dataset: the Open Reaction Database (ORD), a public repository of structured organic reaction records. Task: describe an organic reaction: reactants, conditions, products, and yield Starting materials: O=C1CCC(=O)N1Br, ClC(Cl)(Cl)Cl, COC(=O)c1ccc(OC)c2oc(C)cc12, CC(C)(C#N)N=NC(C)(C)C#N. The product is COC(=O)c1ccc(OC)c2oc(CBr)cc12. Reaction SMILES: [Br:13][N:14]1[C:15](=[O:16])[CH2:17][CH2:18][C:19]1=[O:20].[C:37]([Cl:38])([Cl:39])([Cl:40])[Cl:41].[CH3:21][O:22][C:23](=[O:24])[c:25]1[cH:26][cH:27][c:28]([O:35][CH3:36])[c:29]2[o:30][c:31]([CH3:34])[cH:32][c:33]12.[N:1]#[C:2][C:3]([N:4]=[N:5][C:6]([C:7]#[N:8])([CH3:9])[CH3:10])([CH3:11])[CH3:12]>>[Br:13][CH2:34][c:31]1[o:30][c:29]2[c:28]([O:35][CH3:36])[cH:27][cH:26][c:25]([C:23]([O:22][CH3:21])=[O:24])[c:33]2[cH:32]1. The reactants are CC(C)OC(=NC#N)c1cccnc1, CCOCC, CO, CO, NCCc1ccc(Cl)cc1. Yields the product N#CNC(=NCCc1ccc(Cl)cc1)c1cccnc1. Reaction SMILES: [C:1](#[N:2])[N:3]=[C:4]([O:5][CH:6]([CH3:7])[CH3:8])[c:9]1[cH:10][n:11][cH:12][cH:13][cH:14]1.[CH2:25]([O:26][CH2:27][CH3:28])[CH3:29].[CH3:30][OH:31].[CH3:32][OH:33].[Cl:15][c:16]1[cH:17][cH:18][c:19]([CH2:22][CH2:23][NH2:24])[cH:20][cH:21]1>>[C:1](#[N:2])[NH:3][C:4]([c:9]1[cH:10][n:11][cH:12][cH:13][cH:14]1)=[N:24][CH2:23][CH2:22][c:19]1[cH:18][cH:17][c:16]([Cl:15])[cH:21][cH:20]1. The reactants are Grignard reagent, ClC=1C=CC=C2C(C(NC12)=O)=O (7-chloroisatin), [Mg] (magnesium), BrC1=CC=CC=C1 (bromobenzene). The solvent is [OH-].[Na+] (sodium hydroxide), O1CCCC1 (tetrahydrofuran), O1CCCC1 (THF). Yields the product ClC=1C=CC=C2C(C(NC12)=O)(C1=CC=CC=C1)O (7-chloro-3-hydroxy-3-phenyl-2-indolinone). Reaction SMILES: [Mg].Br[C:3]1[CH:8]=[CH:7][CH:6]=[CH:5][CH:4]=1.[Cl:9][C:10]1[CH:11]=[CH:12][CH:13]=[C:14]2[C:18]=1[NH:17][C:16](=[O:19])[C:15]2=[O:20]>O1CCCC1.[OH-].[Na+]>[Cl:9][C:10]1[CH:11]=[CH:12][CH:13]=[C:14]2[C:18]=1[NH:17][C:16](=[O:19])[C:15]2([OH:20])[C:3]1[CH:8]=[CH:7][CH:6]=[CH:5][CH:4]=1 |f:4.5|. Procedure details: A Grignard reagent prepared from 62 g. magnesium, 400 g. bromobenzene in two liters tetrahydrofuran (THF) is added to 181 g. (1.0 mole) 7-chloroisatin (1a) in two liters THF at a rate to keep a gentle reflux. After three hours of reflux, the reaction is cooled and decomposed with 350 ml. saturated ammonium chloride, filtered, and the THF stripped to give a dark oil. The oil is dissolved in aqueous sodium hydroxide and precipitated with hydrochloric acid. Recrystallization from aqueous ethanol gi... Starting materials: CCOC(=O)C1CCN(C(=O)CBr)CC1, CC#N, c1cc(N2CCNCC2)ccn1. Yields the product CCOC(=O)C1CCN(C(=O)CN2CCN(c3ccncc3)CC2)CC1. As a reaction SMILES: [CH2:1]([CH3:2])[O:3][C:4](=[O:5])[CH:6]1[CH2:7][CH2:8][N:9]([C:12]([CH2:13][Br:14])=[O:15])[CH2:10][CH2:11]1.[CH3:28][C:29]#[N:30].[n:16]1[cH:17][cH:18][c:19]([N:22]2[CH2:23][CH2:24][NH:25][CH2:26][CH2:27]2)[cH:20][cH:21]1>>[CH2:1]([CH3:2])[O:3][C:4](=[O:5])[CH:6]1[CH2:7][CH2:8][N:9]([C:12]([CH2:13][N:25]2[CH2:24][CH2:23][N:22]([c:19]3[cH:18][cH:17][n:16][cH:21][cH:20]3)[CH2:27][CH2:26]2)=[O:15])[CH2:10][CH2:11]1. The reactants are O=C([O-])[O-], CCOC(=O)c1ccc(CCl)o1, [Cs+], [Cs+], CCc1nc2c(N)nc3cc(O)ccc3c2s1, CN(C)C=O. Product: CCOC(=O)c1ccc(COc2ccc3c(c2)nc(N)c2nc(CC)sc23)o1. Reaction SMILES: [C:18](=[O:19])([O-:20])[O-:21].[Cl:24][CH2:25][c:26]1[cH:27][cH:28][c:29]([C:31](=[O:32])[O:33][CH2:34][CH3:35])[o:30]1.[Cs+:22].[Cs+:23].[NH2:1][c:2]1[n:3][c:4]2[cH:5][c:6]([OH:17])[cH:7][cH:8][c:9]2[c:10]2[c:11]1[n:12][c:13]([CH2:15][CH3:16])[s:14]2.[O:36]=[CH:37][N:38]([CH3:39])[CH3:40]>>[NH2:1][c:2]1[n:3][c:4]2[cH:5][c:6]([O:17][CH2:25][c:26]3[cH:27][cH:28][c:29]([C:31](=[O:32])[O:33][CH2:34][CH3:35])[o:30]3)[cH:7][cH:8][c:9]2[c:10]2[c:11]1[n:12][c:13]([CH2:15][CH3:16])[s:14]2. The reactants are [K+], [K+], Nc1ncnc2[nH]cnc12, O=C([O-])[O-], CN(C)C=O, O=c1c2c(Cl)cccc2nc(CCl)n1-c1ccccc1-c1ccccc1. Yields the product Nc1ncnc2c1ncn2Cc1nc2cccc(Cl)c2c(=O)n1-c1ccccc1-c1ccccc1. RXN SMILES: [K+:37].[K+:38].[NH2:27][c:28]1[n:29][cH:30][n:31][c:32]2[nH:33][cH:34][n:35][c:36]12.[O-:39][C:40]([O-:41])=[O:42].[O:43]=[CH:44][N:45]([CH3:46])[CH3:47].[c:1]1(-[c:21]2[cH:22][cH:23][cH:24][cH:25][cH:26]2)[c:2](-[n:7]2[c:8]([CH2:19][Cl:20])[n:9][c:10]3[cH:11][cH:12][cH:13][c:14]([Cl:18])[c:15]3[c:16]2=[O:17])[cH:3][cH:4][cH:5][cH:6]1>>[c:1]1(-[c:21]2[cH:22][cH:23][cH:24][cH:25][cH:26]2)[c:2](-[n:7]2[c:8]([CH2:19][n:33]3[c:32]4[n:31][cH:30][n:29][c:28]([NH2:27])[c:36]4[n:35][cH:34]3)[n:9][c:10]3[cH:11][cH:12][cH:13][c:14]([Cl:18])[c:15]3[c:16]2=[O:17])[cH:3][cH:4][cH:5][cH:6]1. Reactants: C(#C)C1=CC=C(C=C1)C=C (1-Ethynyl-4-vinyl-benzene), C(C)OC(\C=C/I)=O ((Z)-ethyl-3-iodoacrylate). Yields the product C(C)OC(C=CC#CC1=CC=C(C=C1)C=C)=O (5-(4-Vinyl-phenyl)-pent-2-en-4-ynoic acid ethyl ester). As a reaction SMILES: [C:1]([C:3]1[CH:8]=[CH:7][C:6]([CH:9]=[CH2:10])=[CH:5][CH:4]=1)#[CH:2].[CH2:11]([O:13][C:14](=[O:18])/[CH:15]=[CH:16]\I)[CH3:12]>>[CH2:11]([O:13][C:14](=[O:18])[CH:15]=[CH:16][C:2]#[C:1][C:3]1[CH:8]=[CH:7][C:6]([CH:9]=[CH2:10])=[CH:5][CH:4]=1)[CH3:12]. Procedure details: The general procedure was used to convert 1-Ethynyl-4-vinyl-benzene and (Z)-ethyl-3-iodoacrylate to the title product. Purification by flash chromatography (10% ethyl acetate in hexane as the eluent) gave the analytically pure product as a light yellow oil (420 mg, 95% yield). 1H NMR (400 MHz, CDCl3) δ 7.51-7.49 (d, J=8.3, 2H), 7.39-7.37 (d, J=8.3, 2H), 6.73-6.66 (dd, J=17.5, 10.8, 1H), 6.38-6.35 (d, J=11.4, 1H), 6.14-6.12 (d, J=11.4, 1H), 5.81-5.77 (d, J=17.6, 1H), 5.33-5.30 (d, J=10.9, 1H), 4.... Starting materials: O=C(CBr)c1ccc(C(F)(F)F)cc1, CCO, [K+], N#C[S-]. The product is N#CSCC(=O)c1ccc(C(F)(F)F)cc1. RXN SMILES: [Br:1][CH2:2][C:3](=[O:4])[c:5]1[cH:6][cH:7][c:8]([C:11]([F:12])([F:13])[F:14])[cH:9][cH:10]1.[CH3:19][CH2:20][OH:21].[K+:15].[S-:16][C:17]#[N:18]>>[CH2:2]([C:3](=[O:4])[c:5]1[cH:6][cH:7][c:8]([C:11]([F:12])([F:13])[F:14])[cH:9][cH:10]1)[S:16][C:17]#[N:18]. Reactants: C(CCC)C(C#N)(CCCC)C1=C(C=CC=C1)OC (alpha-n-butyl-alpha-(2-methoxyphenyl) hexanenitrile), C(Br)Br (CH2Br2), three, [OH-].[Na+] (NaOH). Run in CS(=O)C (DMSO). The product is BrCC(CCCC)(C1=C(C=CC=C1)OC)C#N (1-Bromo-2-cyano-2-(2-methoxyphenyl)hexane). Yield: 65.6%. RXN SMILES: [CH2:1]([C:5]([C:12]1[CH:17]=[CH:16][CH:15]=[CH:14][C:13]=1[O:18][CH3:19])([CH2:8]CCC)[C:6]#[N:7])[CH2:2][CH2:3][CH3:4].C(Br)[Br:21].[OH-].[Na+]>CS(C)=O>[Br:21][CH2:8][C:5]([C:6]#[N:7])([C:12]1[CH:17]=[CH:16][CH:15]=[CH:14][C:13]=1[O:18][CH3:19])[CH2:1][CH2:2][CH2:3][CH3:4] |f:2.3|. Procedure: A 5 liter three neck round bottom flask equipped with mechanical stirrer was charged with 500 grams (2.46 moles, 1.0 ec.) of alpha-n-butyl-alpha-(2-methoxyphenyl) hexanenitrile and 2500 ml of DMSO and 513 grams of CH2Br2 (2.95 moles, 1.20 ec.). To the reaction was added dropwise over 3 hours 394 grams (4.92 moles, 2.0 eq.) of 50% NaOH. Upon addition of the base the reaction exothermed to 55° C. and was maintained at that temperature during the addition and for two hours following the completion ... Reactants: CC(C)(C)O, Cc1nn(-c2ccnc3[nH]ccc23)cc1C=CC#N, CC(=O)[O-], Cc1ccccc1, C[Si](C)(C)CCOCn1ccc2c(-c3cnc(C(=CC#N)C4CCCC4)o3)ncnc21, O=C(O)C(F)(F)F. Reaction SMILES: [C:62]([OH:63])([CH3:64])([CH3:65])[CH3:66].[CH3:12][c:13]1[c:14]([CH:15]=[CH:16][C:17]#[N:18])[cH:19][n:20](-[c:21]2[cH:22][cH:23][n:24][c:25]3[nH:26][cH:27][cH:28][c:29]23)[n:30]1.[CH3:1][C:2](=[O:3])[O-:4].[CH3:67][c:68]1[cH:69][cH:70][cH:71][cH:72][cH:73]1.[CH:31]1([C:36](=[CH:37][C:38]#[N:39])[c:40]2[o:41][c:42](-[c:45]3[c:46]4[c:47]([n:48][cH:49][n:50]3)[n:51]([CH2:54][O:55][CH2:56][CH2:57][Si:58]([CH3:59])([CH3:60])[CH3:61])[cH:52][cH:53]4)[cH:43][n:44]2)[CH2:32][CH2:33][CH2:34][CH2:35]1.[F:5][C:6]([F:7])([F:8])[C:9]([OH:10])=[O:11]>>[CH:31]1([CH:36]([CH2:37][C:38]#[N:39])[c:40]2[o:41][c:42](-[c:45]3[c:46]4[c:47]([n:48][cH:49][n:50]3)[n:51]([CH2:54][O:55][CH2:56][CH2:57][Si:58]([CH3:59])([CH3:60])[CH3:61])[cH:52][cH:53]4)[cH:43][n:44]2)[CH2:32][CH2:33][CH2:34][CH2:35]1. Product: C[Si](C)(C)CCOCn1ccc2c(-c3cnc(C(CC#N)C4CCCC4)o3)ncnc21.